Dataset: the Open Reaction Database (ORD), a public repository of structured organic reaction records. Task: describe an organic reaction: reactants, conditions, products, and yield Reactants: [OH-].[Li+] (Lithium hydroxide), CN1C(N(C(C=2C1=CN(C2C=2C=C(C=CC2)C)CCCC(=O)OCC)=O)C)=O (Ethyl 4-(1,3-dimethyl-2,4-dioxo-5-m-tolyl-3,4-dihydro-1H-pyrrolo[3,4-d]pyrimidin-6(2H)-yl)butanoate), O (water). Run in C1CCOC1 (THF). Conditions: time 24 hour. The product is CN1C(N(C(C=2C1=CN(C2C=2C=C(C=CC2)C)CCCC(=O)O)=O)C)=O (4-(1,3-Dimethyl-2,4-dioxo-5-m-tolyl-3,4-dihydro-1H-pyrrolo[3,4-d]pyrimidin-6(2H)-yl)butanoic acid). RXN SMILES: [OH-].[Li+].[CH3:3][N:4]1[C:9]2=[CH:10][N:11]([CH2:20][CH2:21][CH2:22][C:23]([O:25]CC)=[O:24])[C:12]([C:13]3[CH:14]=[C:15]([CH3:19])[CH:16]=[CH:17][CH:18]=3)=[C:8]2[C:7](=[O:28])[N:6]([CH3:29])[C:5]1=[O:30].O>C1COCC1>[CH3:3][N:4]1[C:9]2=[CH:10][N:11]([CH2:20][CH2:21][CH2:22][C:23]([OH:25])=[O:24])[C:12]([C:13]3[CH:14]=[C:15]([CH3:19])[CH:16]=[CH:17][CH:18]=3)=[C:8]2[C:7](=[O:28])[N:6]([CH3:29])[C:5]1=[O:30] |f:0.1|. Reported procedure: Lithium hydroxide (2.64 g, 63.0 mmol) was added to a solution of ethyl 4-(1,3-dimethyl-2,4-dioxo-5-m-tolyl-3,4-dihydro-1H-pyrrolo[3,4-d]pyrimidin-6(2H)-yl)butanoate (step 1) (4.83 g, 12.6 mmol) in THF (48 mL)/water (12 mL). The mixture was stirred at room temperature for 24 hours. The organic solvent was largely removed under vacuum, the residue was acidified to pH 1, using 1M. The precipitate was extracted into chloroform (1×100 mL, 4×50 mL). The combined organic extracts were dried with magnes... Reactants: CC(C)(C)OC(=O)N1CCN(Cc2ccc(NC(=O)c3cc(=O)c4ccccc4o3)cc2)CC1, CCOC(C)=O, ClCCl, Cl. The product is O=C(Nc1ccc(CN2CCNCC2)cc1)c1cc(=O)c2ccccc2o1. Reaction SMILES: [C:1]([O:2][C:3](=[O:4])[N:8]1[CH2:9][CH2:10][N:11]([CH2:14][c:15]2[cH:16][cH:17][c:18]([NH:21][C:22](=[O:23])[c:24]3[o:25][c:26]4[c:27]([c:28](=[O:30])[cH:29]3)[cH:31][cH:32][cH:33][cH:34]4)[cH:19][cH:20]2)[CH2:12][CH2:13]1)([CH3:5])([CH3:6])[CH3:7].[C:35]([O:36][CH2:37][CH3:38])(=[O:39])[CH3:40].[Cl:42][CH2:43][Cl:44].[ClH:41]>>[NH:8]1[CH2:9][CH2:10][N:11]([CH2:14][c:15]2[cH:16][cH:17][c:18]([NH:21][C:22](=[O:23])[c:24]3[o:25][c:26]4[c:27]([c:28](=[O:30])[cH:29]3)[cH:31][cH:32][cH:33][cH:34]4)[cH:19][cH:20]2)[CH2:12][CH2:13]1. Product: CCCC[Sn](CCCC)(CCCC)C1=CCCCO1. As a reaction SMILES: [C:7]([Li:8])([CH3:9])([CH3:10])[CH3:11].[CH2:12]([CH2:13][CH2:14][CH3:15])[Sn:16]([CH2:17][CH2:18][CH2:19][CH3:20])([CH2:21][CH2:22][CH2:23][CH3:24])[Cl:25].[CH2:1]1[CH2:2][O:3][CH:4]=[CH:5][CH2:6]1.[CH2:27]1[O:28][CH2:29][CH2:30][CH2:31]1.[OH2:26]>>[CH2:1]1[CH2:2][O:3][C:4]([Sn:16]([CH2:12][CH2:13][CH2:14][CH3:15])([CH2:17][CH2:18][CH2:19][CH3:20])[CH2:21][CH2:22][CH2:23][CH3:24])=[CH:5][CH2:6]1. Reactants: [Li]C(C)(C)C, CCCC[Sn](Cl)(CCCC)CCCC, C1=COCCC1, C1CCOC1, O. Starting materials: CCCN(C)C(=O)c1cc(CO)cc(C(=O)OCC)c1, C1CCOC1, [Na+], [OH-]. Product: CCCN(C)C(=O)c1cc(CO)cc(C(=O)O)c1. Reaction SMILES: [CH2:1]([CH3:2])[O:3][C:4]([c:5]1[cH:6][c:7]([C:8](=[O:9])[N:10]([CH2:11][CH2:12][CH3:13])[CH3:14])[cH:15][c:16]([CH2:18][OH:19])[cH:17]1)=[O:20].[CH2:23]1[O:24][CH2:25][CH2:26][CH2:27]1.[Na+:22].[OH-:21]>>[O:3]=[C:4]([c:5]1[cH:6][c:7]([C:8](=[O:9])[N:10]([CH2:11][CH2:12][CH3:13])[CH3:14])[cH:15][c:16]([CH2:18][OH:19])[cH:17]1)[OH:20]. Starting materials: O=C1OCc2c1ccc([N+](=O)[O-])c2Br, CCO, [Fe+2], N, O, O=S(=O)([O-])[O-]. The product is Nc1ccc2c(c1Br)COC2=O. Reaction SMILES: [Br:1][c:2]1[c:3]2[c:8]([cH:9][cH:10][c:11]1[N+:12]([O-:13])=[O:14])[C:6](=[O:7])[O:5][CH2:4]2.[CH3:17][CH2:18][OH:19].[Fe+2:25].[NH3:16].[OH2:15].[S:20]([O-:21])([O-:22])(=[O:23])=[O:24]>>[Br:1][c:2]1[c:3]2[c:8]([cH:9][cH:10][c:11]1[NH2:12])[C:6](=[O:7])[O:5][CH2:4]2. The reactants are [Li]CCCC (n-BuLi), C(C1=CC=CC=C1)N1CCC(CC1)C(C1=CC=CC=C1)=O (1-benzyl-4-benzoylpiperidine), BrC1=NC=CC=C1 (2-bromopyridine). The solvent is O1CCCC1 (THF), O1CCCC1 (THF), O1CCCC1 (tetrahydrofuran). Reaction conditions: temperature -65 celsius, time 8 hour. Product: N1=C(C=CC=C1)C(C1CCN(CC1)CC1=CC=CC=C1)(O)C1=CC=CC=C1 (4-[(2-Pyridinyl)(phenyl)hydroxymethyl]-1-benzylpiperidine). Reaction SMILES: Br[C:2]1[CH:7]=[CH:6][CH:5]=[CH:4][N:3]=1.[Li]CCCC.[CH2:13]([N:20]1[CH2:25][CH2:24][CH:23]([C:26](=[O:33])[C:27]2[CH:32]=[CH:31][CH:30]=[CH:29][CH:28]=2)[CH2:22][CH2:21]1)[C:14]1[CH:19]=[CH:18][CH:17]=[CH:16][CH:15]=1>O1CCCC1>[N:3]1[CH:4]=[CH:5][CH:6]=[CH:7][C:2]=1[C:26]([C:27]1[CH:32]=[CH:31][CH:30]=[CH:29][CH:28]=1)([OH:33])[CH:23]1[CH2:22][CH2:21][N:20]([CH2:13][C:14]2[CH:15]=[CH:16][CH:17]=[CH:18][CH:19]=2)[CH2:25][CH2:24]1. Procedure details: 2.1 ml (2.2 10-2 mole) of 2-bromopyridine in solution in 10 ml of tetrahydrofuran (THF) are added dropwise to a solution, cooled to -65° C., of 15.6 ml (2.5 10-2 mole) of n-BuLi and of 20 ml of THF. The mixture is stirred for 1/4 h at -65° C. and then 5.6 g (2 10-2 mole) of 1-benzyl-4-benzoylpiperidine in 20 ml of THF are added dropwise while the temperature is maintained at -65° C. The mixture is allowed to warm up very slowly and is then left overnight. It is heated to the reflux temperature f...